This data is from the Open Reaction Database (ORD), a public repository of structured organic reaction records. The task is: describe an organic reaction: reactants, conditions, products, and yield Reactants: FC(S(=O)(=O)OC=1C([C@@H]2CC[C@]3([C@@]4(CC[C@@]5([C@@H]([C@H]4CC[C@@H]3[C@]2(CC1)C)[C@@H](CC5)C(=C)C)NCCN5CCS(CC5)(=O)=O)C)C)(C)C)(F)F ((1R,3aS,5aR,5bR,7aR,11aR,11bR,13aR,13bR)-3a-((2-(1,1-dioxidothiomorpholino)ethyl)amino)-5a,5b,8,8,11a-pentamethyl-1-(prop-1-en-2-yl)-2,3,3a,4,5,5a,5b,6,7,7a,8,11,11a,11b,12,13,13a,13b-octadecahydro-1H-cyclopenta[a]chrysen-9-yl trifluoromethanesulfonate), CC=1C(CCC(C1)=O)C(=O)OCC (ethyl 2-methyl-4-oxocyclohex-2-enecarboxylate). Yields the product CC=1C(CC=C(C1)OS(=O)(=O)C(F)(F)F)C(=O)OCC (ethyl 2-methyl-4-(((trifluoromethyl)sulfonyl)oxy)cyclohexa-2,4-dienecarboxylate). The yield is 62.7%. As a reaction SMILES: [F:1][C:2]([F:48])([F:47])[S:3](OC1C(C)(C)[C@H]2[C@](C)(CC=1)[C@@H]1[C@](C)([C@@]3(C)[C@H](CC1)[C@H]1[C@H](C(C)=C)CC[C@]1(NCCN1CCS(=O)(=O)CC1)CC3)CC2)(=[O:5])=[O:4].[CH3:49][C:50]1[CH:51]([C:57]([O:59][CH2:60][CH3:61])=[O:58])[CH2:52][CH2:53][C:54](=[O:56])[CH:55]=1>>[CH3:49][C:50]1[CH:51]([C:57]([O:59][CH2:60][CH3:61])=[O:58])[CH2:52][CH:53]=[C:54]([O:56][S:3]([C:2]([F:48])([F:47])[F:1])(=[O:5])=[O:4])[CH:55]=1. Procedure details: The title compound was prepared following the procedure described in Method 2 for the preparation of Intermediate 1, Step 6, using ethyl 2-methyl-4-oxocyclohex-2-enecarboxylate as the reactant. (62.7% yield). 1H NMR (400 MHz, CHLOROFORM-d) δ 5.93 (t, J=1.3 Hz, 1H), 4.30-4.09 (m, 2H), 2.83-2.68 (m, 2H), 2.62-2.43 (m, 2H), 2.18 (t, J=1.9 Hz, 3H), 1.37-1.20 (m, 3H). 19F NMR (376 MHz, CHLOROFORM-d) δ −73.63 (s, 3F). Starting materials: N[C@@H]1[C@@H](CN(CC1)C1=CC(=NC=C1)C(=O)OC)OC (Methyl cis(±)-4-(4-amino-3-methoxypiperidin-1-yl)pyridine-2-carboxylate), CCN=C=NCCCN(C)C.Cl (WSC hydrochloride), C=1C=CC2=C(C1)N=NN2O (HOBt), ClC=1N=C(NC1CC)C(=O)O (4-chloro-5-ethyl-1H-imidazole-2-carboxylic acid), ClC=1N=C(NC1CC)C(=O)O (4-Chloro-5-ethyl-1H-imidazole-2-carboxylic acid). Product: ClC=1N=C(NC1CC)C(=O)N[C@@H]1[C@@H](CN(CC1)C1=CC(=NC=C1)C(=O)OC)OC (Methyl cis(±)-4-(4-{[(4-chloro-5-ethyl-1H-imidazol-2-yl)carbonyl]amino}-3-methoxypiperidin-1-yl)pyridine-2-carboxylate). RXN SMILES: [NH2:1][C@H:2]1[CH2:7][CH2:6][N:5]([C:8]2[CH:13]=[CH:12][N:11]=[C:10]([C:14]([O:16][CH3:17])=[O:15])[CH:9]=2)[CH2:4][C@H:3]1[O:18][CH3:19].[Cl:20][C:21]1[N:22]=[C:23]([C:28](O)=[O:29])[NH:24][C:25]=1[CH2:26][CH3:27].CCN=C=NCCCN(C)C.Cl.C1C=CC2N(O)N=NC=2C=1>>[Cl:20][C:21]1[N:22]=[C:23]([C:28]([NH:1][C@H:2]2[CH2:7][CH2:6][N:5]([C:8]3[CH:13]=[CH:12][N:11]=[C:10]([C:14]([O:16][CH3:17])=[O:15])[CH:9]=3)[CH2:4][C@H:3]2[O:18][CH3:19])=[O:29])[NH:24][C:25]=1[CH2:26][CH3:27] |f:2.3|. Procedure: The same operation as in Example (1g) was performed using methyl cis(±)-4-(4-amino-3-methoxypiperidin-1-yl)pyridine-2-carboxylate obtained in Example (160c) (21.2 mg, 0.08 mmol), 4-chloro-5-ethyl-1H-imidazole-2-carboxylic acid obtained by the method described in Example (1d) (14 mg, 0.08 mmol), WSC hydrochloride (45.98 mg, 0.24 mmol) and HOBt (10.81 mg, 0.08 mmol), to obtain 13.8 mg of the title compound as a white solid. Starting materials: COC(C(CC1CCC1)C1=CC(=C(C=C1)N)OCC(F)(F)F)=O (2-[4-amino-3-(2,2,2-trifluoro-ethoxy)-phenyl]-3-cyclobutyl-propionic acid methyl ester), BrN1C(CCC1=O)=O (N-bromosuccinimide), O (water), C(Cl)Cl (methylene chloride). Run in C(Cl)(Cl)Cl (chloroform). Conditions: temperature 25 celsius, time 16 hour. Yields the product COC(C(CC1CCC1)C1=CC(=C(C(=C1)OCC(F)(F)F)N)Br)=O (2-[4-Amino-3-bromo-5-(2,2,2-trifluoro-ethoxy)-phenyl]-3-cyclobutyl-propionic acid methyl ester). The yield is 106.6%. Reaction SMILES: [CH3:1][O:2][C:3](=[O:23])[CH:4]([C:10]1[CH:15]=[CH:14][C:13]([NH2:16])=[C:12]([O:17][CH2:18][C:19]([F:22])([F:21])[F:20])[CH:11]=1)[CH2:5][CH:6]1[CH2:9][CH2:8][CH2:7]1.[Br:24]N1C(=O)CCC1=O.O.C(Cl)Cl>C(Cl)(Cl)Cl>[CH3:1][O:2][C:3](=[O:23])[CH:4]([C:10]1[CH:11]=[C:12]([O:17][CH2:18][C:19]([F:22])([F:21])[F:20])[C:13]([NH2:16])=[C:14]([Br:24])[CH:15]=1)[CH2:5][CH:6]1[CH2:7][CH2:8][CH2:9]1. Procedure details: To a solution of the 2-[4-amino-3-(2,2,2-trifluoro-ethoxy)-phenyl]-3-cyclobutyl-propionic acid methyl ester (12.3 g, 31.8 mmol) in chloroform (150 mL) was added N-bromosuccinimide (7 g, 39.3 mmol). The reaction mixture was stirred at 25° C. for 16 h and a mixture of water and methylene chloride (100 mL/100 mL) was added. The reaction mixture was extracted with methylene chloride (2×50 mL) and the organic phases were separated. The combined organic phases were dried over MgSO4 and evaporated to g... Reactants: C[O-].[Na+] (sodium methoxide), IC=1C=C(C=CC1)N(NC(=O)NC)CC(=O)OC (Methyl [1-(3-iodophenyl)-2-[(methylamino)carbonyl]hydrazino]acetate), P(=O)([O-])([O-])[O-] (phosphate). Solvent: CO (methanol). Reaction conditions: time 1.5 hour. The product is IC=1C=C(C=CC1)N1NC(N(C(C1)=O)C)=O (Dihydro-1-(3-iodophenyl)-4-methyl-1,2,4-triazine-3,5-(2H,4H)-dione). Yield: 32.9%. As a reaction SMILES: [I:1][C:2]1[CH:3]=[C:4]([N:8]([CH2:14][C:15]([O:17]C)=O)[NH:9][C:10]([NH:12][CH3:13])=[O:11])[CH:5]=[CH:6][CH:7]=1.C[O-].[Na+].P([O-])([O-])([O-])=O>CO>[I:1][C:2]1[CH:3]=[C:4]([N:8]2[CH2:14][C:15](=[O:17])[N:12]([CH3:13])[C:10](=[O:11])[NH:9]2)[CH:5]=[CH:6][CH:7]=1 |f:1.2|. Reported procedure: Methyl [1-(3-iodophenyl)-2-[(methylamino)carbonyl]hydrazino]acetate (2.0 g) was dissolved in methanol (60 ml) and sodium methoxide (0.64 g) was added. The solution was stirred under nitrogen for 1.5 h, added to pH 6.5 phosphate buffer solution (150 ml) and extracted with dichloromethane (100 ml). The organic phase was washed with water (100 ml) and brine (100 ml), dried and evaporated to give the title compound as a solid (0.6 g), m.p. 180°. The solvent is C(C)#N (acetonitrile). As a reaction SMILES: [F:1][B-:2]([F:5])([F:4])[F:3].[CH:6](=[N:13][N+:14]1[CH:18]=[CH:17][N:16]([N:19]=[CH:20][C:21]2[CH:26]=[CH:25][CH:24]=[CH:23][CH:22]=2)[C:15]=1SC)[C:7]1[CH:12]=[CH:11][CH:10]=[CH:9][CH:8]=1.[NH:29]1[CH2:34][CH2:33][O:32][CH2:31][CH2:30]1.CS>C(#N)C>[F:1][B-:2]([F:5])([F:4])[F:3].[CH:6](=[N:13][N+:14]1[CH:18]=[CH:17][N:16]([N:19]=[CH:20][C:21]2[CH:26]=[CH:25][CH:24]=[CH:23][CH:22]=2)[C:15]=1[N:29]1[CH2:34][CH2:33][O:32][CH2:31][CH2:30]1)[C:7]1[CH:12]=[CH:11][CH:10]=[CH:9][CH:8]=1 |f:0.1,5.6|. Yields the product F[B-](F)(F)F.C(C1=CC=CC=C1)=N[N+]1=C(N(C=C1)N=CC1=CC=CC=C1)N1CCOCC1 (1,3-bis(benzylideneamino)-2-morpholinoimidazolium tetrafluoroborate). Reactants: F[B-](F)(F)F.C(C1=CC=CC=C1)=N[N+]1=C(N(C=C1)N=CC1=CC=CC=C1)SC (1,3-bis(benzylideneamino)-2-(methylthio)imidazolium tetrafluoroborate), N1CCOCC1 (morpholine), CS (methylmercaptan), CS (methylmercaptan). Reported procedure: 4.1 g of 1,3-bis(benzylideneamino)-2-(methylthio)imidazolium tetrafluoroborate in 25 ml of absolute acetonitrile are treated under an argon atmosphere with 1.45 g of absolute morpholine, whereby the evolution of methylmercaptan sets in immediately and solution occurs. The solution is left to stir overnight at room temperature until the cleavage of methylmercaptan is complete. The resulting colorless precipitate is removed by filtration. The filtrate is treated with 30 ml of diethyl ether and aga...